From a dataset of the Open Reaction Database (ORD), a public repository of structured organic reaction records. describe an organic reaction: reactants, conditions, products, and yield Starting materials: C([O-])(O)=O.[K+] (potassium bicarbonate), NC1=CC=C2CCN(CC2=C1)C (7-Amino-2-methyl-1,2,3,4-tetrahydroisoquinoline), C1(=CC=C(C=C1)S(=O)(=O)[O-])C.[N+](=O)([O-])C1=CC=C2C=C[N+](=CC2=C1)C (7-nitro-2-methyl-isoquinolinium p-toluenesulfonate), COC=1C=C(C(=O)Cl)C=C(C1OC)OC (3,4,5-trimethoxybenzoyl chloride), 5-nitro, C1NCCC2=CC=CC=C12 (tetrahydroisoquinoline). Run in C1=CC=CC=C1 (benzene), C([O-])([O-])=O.[Na+].[Na+] (sodium carbonate), C1=CC=CC=C1 (benzene). Run at time 1 hour. Product: COC=1C=C(C(=O)NC2=CC=C3CCN(CC3=C2)C)C=C(C1OC)OC (7-(3,4,5-Trimethoxybenzamido)-2-methyl-1,2,3,4-tetrahydroisoquinoline). As a reaction SMILES: [NH2:1][C:2]1[CH:11]=[C:10]2[C:5]([CH2:6][CH2:7][N:8]([CH3:12])[CH2:9]2)=[CH:4][CH:3]=1.C1(C)C=CC(S([O-])(=O)=O)=CC=1.[N+](C1C=C2C(C=C[N+](C)=C2)=CC=1)([O-])=O.C(=O)(O)[O-].[K+].[CH3:43][O:44][C:45]1[CH:46]=[C:47]([CH:51]=[C:52]([O:56][CH3:57])[C:53]=1[O:54][CH3:55])[C:48](Cl)=[O:49].C1C2C(=CC=CC=2)CCN1>C1C=CC=CC=1.C(=O)([O-])[O-].[Na+].[Na+]>[CH3:57][O:56][C:52]1[CH:51]=[C:47]([CH:46]=[C:45]([O:44][CH3:43])[C:53]=1[O:54][CH3:55])[C:48]([NH:1][C:2]1[CH:11]=[C:10]2[C:5]([CH2:6][CH2:7][N:8]([CH3:12])[CH2:9]2)=[CH:4][CH:3]=1)=[O:49] |f:1.2,3.4,8.9.10|. Procedure details: 7-Amino-2-methyl-1,2,3,4-tetrahydroisoquinoline (2 g), prepared from 7-nitro-2-methyl-isoquinolinium p-toluenesulfonate as described for the 5-nitro isomer in Example 4 was dissolved in dry benzene (50 ml) and 0.5 g of dry potassium bicarbonate was added. A 0.1 mole excess of 3,4,5-trimethoxybenzoyl chloride was dissolved in benzene (50 ml) and this solution was added to the solution of the tetrahydroisoquinoline. A brown precipitate formed immediately and the mixture was refluxed for 3 hours. T... Reactants: IC1=CC=C(C=C1)C1OC2=CC=C(C=C2C(=C1C1=CC(=CC=C1)OC1OCCCC1)C)OC1OCCCC1 (2-(4-iodophenyl)-4-methyl-6-((tetrahydro-2H-pyran-2-yl)oxy)-3-(3-((tetrahydro-2H-pyran-2-yl)oxy)phenyl)-2H-chromene), C(C)NCCO (2-(ethylamino)ethanol), FCCI (1-fluoro-2-iodoethane). Product: C(C)N(CCOC1=CC=C(C=C1)C1OC2=CC=C(C=C2C(=C1C1=CC(=CC=C1)O)C)O)CCF (2-(4-(2-(Ethyl(2-fluoroethyl)amino)ethoxy)phenyl)-3-(3-hydroxyphenyl)-4-methyl-2H-chromen-6-ol). RXN SMILES: I[C:2]1[CH:7]=[CH:6][C:5]([CH:8]2[C:17]([C:18]3[CH:23]=[CH:22][CH:21]=[C:20]([O:24]C4CCCCO4)[CH:19]=3)=[C:16]([CH3:31])[C:15]3[C:10](=[CH:11][CH:12]=[C:13]([O:32]C4CCCCO4)[CH:14]=3)[O:9]2)=[CH:4][CH:3]=1.[CH2:39]([NH:41][CH2:42][CH2:43][OH:44])[CH3:40].[F:45][CH2:46][CH2:47]I>>[CH2:39]([N:41]([CH2:47][CH2:46][F:45])[CH2:42][CH2:43][O:44][C:2]1[CH:3]=[CH:4][C:5]([CH:8]2[C:17]([C:18]3[CH:23]=[CH:22][CH:21]=[C:20]([OH:24])[CH:19]=3)=[C:16]([CH3:31])[C:15]3[C:10](=[CH:11][CH:12]=[C:13]([OH:32])[CH:14]=3)[O:9]2)=[CH:6][CH:7]=1)[CH3:40]. Procedure: The title compound was synthesized as described in general procedures F, I and J (z=1) using Intermediate 3 and 2-(ethylamino)ethanol in general procedure F, and 1-fluoro-2-iodoethane in general procedure I. 1H NMR (400 MHz, DMSO-d6): δ 9.46 (s, 1H), 8.95 (s, 1H), 7.19 (d, 2H), 7.13 (t, 1H), 6.78 (d, 2H), 6.76-6.71 (m, 1H), 6.78 (d, 1H), 6.78-6.62 (m, 1H), 6.62-6.60 (m, 1H), 6.58 (s, 2H), 5.83 (s, 1H), 4.50 (t, 1H), 4.38 (t, 1H), 3.92 (t, 2H), 2.83-2.77 (m, 3H), 2.74 (t, 1H), 2.58 (q, 2H), 2.03 ... The reactants are C(C1=CC=CC=C1)OC1=C(C=CC(=C1)I)N1CC(N(S1(=O)=O)CC[Si](C)(C)C)=O (5-(2-benzyloxy-4-iodo-phenyl)-1,1-dioxo-2-(2-trimethylsilanylethyl)-1,2,5-thiadiazolidin-3-one), C(C(=C)C)(=O)OC (methyl methacrylate). Product: COC(C(CC1=CC(=C(C=C1)N1S(NC(C1)=O)(=O)=O)O)C)=O (3-[3-Hydroxy-4-(1,1,4-trioxo-1,2,5-thiadiazolidin-2-yl)-phenyl]-2-methylpropionic Acid Methyl Ester). As a reaction SMILES: C([O:8][C:9]1[CH:14]=[C:13](I)[CH:12]=[CH:11][C:10]=1[N:16]1[S:20](=[O:22])(=[O:21])[N:19](CC[Si](C)(C)C)[C:18](=[O:29])[CH2:17]1)C1C=CC=CC=1.[C:30]([O:35][CH3:36])(=[O:34])[C:31]([CH3:33])=[CH2:32]>>[CH3:36][O:35][C:30](=[O:34])[CH:31]([CH3:33])[CH2:32][C:13]1[CH:12]=[CH:11][C:10]([N:16]2[CH2:17][C:18](=[O:29])[NH:19][S:20]2(=[O:21])=[O:22])=[C:9]([OH:8])[CH:14]=1. Reported procedure: The title compound is prepared from 5-(2-benzyloxy-4-iodo-phenyl)-1,1-dioxo-2-(2-trimethylsilanylethyl)-1,2,5-thiadiazolidin-3-one and methyl methacrylate analogous to Example 133. (M+1)+=343. HPLC retention time=0.99 min (Method 14).